describe an organic reaction: reactants, conditions, products, and yield From a dataset of the Open Reaction Database (ORD), a public repository of structured organic reaction records. The reactants are C=P(C1=CC=CC=C1)(C1=CC=CC=C1)C1=CC=CC=C1 (methylidene triphenyl phosphorane), COC(CC1=CC=C(C=C1)C#CC1=C(C(=C(C(=C1)C(C)(C)C)OC(C)C)C=O)C)=O ([4-(5-tert-butyl-3-formyl-4-isopropoxy-2-methyl-phenylethynyl)-phenyl]-acetic acid methyl ester), COC(CC1=CC=C(C=C1)C#CC1=C(C(=C(C(=C1)C(C)(C)C)OC(C)C)C=O)C)=O ([4-(5-tert-butyl-3-formyl-4-isopropoxy-2-methyl-phenylethynyl)-phenyl]-acetic acid methyl ester). The solvent is O1CCCC1 (tetrahydrofuran). Yields the product COC(CC1=CC=C(C=C1)C#CC1=C(C(=C(C(=C1)C(C)(C)C)OC(C)C)C=C)C)=O ([4-(5-tert-Butyl-4-isopropoxy-2-methyl-3-vinyl-phenylethynyl)-phenyl]-acetic acid methyl ester). The yield is 38.0%. As a reaction SMILES: [CH2:1]=P(C1C=CC=CC=1)(C1C=CC=CC=1)C1C=CC=CC=1.[CH3:21][O:22][C:23](=[O:50])[CH2:24][C:25]1[CH:30]=[CH:29][C:28]([C:31]#[C:32][C:33]2[CH:38]=[C:37]([C:39]([CH3:42])([CH3:41])[CH3:40])[C:36]([O:43][CH:44]([CH3:46])[CH3:45])=[C:35]([CH:47]=O)[C:34]=2[CH3:49])=[CH:27][CH:26]=1>O1CCCC1>[CH3:21][O:22][C:23](=[O:50])[CH2:24][C:25]1[CH:30]=[CH:29][C:28]([C:31]#[C:32][C:33]2[CH:38]=[C:37]([C:39]([CH3:42])([CH3:41])[CH3:40])[C:36]([O:43][CH:44]([CH3:45])[CH3:46])=[C:35]([CH:47]=[CH2:1])[C:34]=2[CH3:49])=[CH:27][CH:26]=1. Procedure: A solution of methylidene triphenyl phosphorane [5 mL of 0.1M solution, 0.5 mmol, generated from methyl triphenylphosphonium bromide (2.5 g, 7 mmol) and 1.6M n-butyllithium solution in hexanes (2.9 mL, 4.7 mmol) in 50 mL of tetrahydrofuran] was added to a solution of [4-(5-tert-butyl-3-formyl-4-isopropoxy-2-methyl-phenylethynyl)-phenyl]-acetic acid methyl ester (Intermediate 144, 0.052 g, 0.13 mmol) in tetrahydrofuran (1 mL). After 1 h the reaction mixture was quenched with water and extracted w... Reactants: OC=1C=C2C=COC(C2=CC1)=O (6-hydroxyisochromen-1-one), O1[C@@H](CCC1)COS(=O)(=O)C (methanesulfonic acid (S)-1-(tetrahydrofuran-2-yl)methyl ester), C([O-])([O-])=O.[Cs+].[Cs+] (cesium carbonate), O (water). The solvent is CN(C)C=O (DMF). Conditions: temperature 80 celsius, time 7 hour. Product: O1[C@@H](CCC1)COC=1C=C2C=COC(C2=CC1)=O (6-[(S)-1-(Tetrahydrofuran-2-yl)methoxy]isochromen-1-one). RXN SMILES: [OH:1][C:2]1[CH:3]=[C:4]2[C:9](=[CH:10][CH:11]=1)[C:8](=[O:12])[O:7][CH:6]=[CH:5]2.[O:13]1[CH2:17][CH2:16][CH2:15][C@H:14]1[CH2:18]OS(C)(=O)=O.C(=O)([O-])[O-].[Cs+].[Cs+].O>CN(C=O)C>[O:13]1[CH2:17][CH2:16][CH2:15][C@H:14]1[CH2:18][O:1][C:2]1[CH:3]=[C:4]2[C:9](=[CH:10][CH:11]=1)[C:8](=[O:12])[O:7][CH:6]=[CH:5]2 |f:2.3.4|. Procedure details: To a solution of 6-hydroxyisochromen-1-one (2 g) in DMF (50 ml) were added methanesulfonic acid (S)-1-(tetrahydrofuran-2-yl)methyl ester (2.7 g) and cesium carbonate (12 g), and the mixture was stirred at 80° C. for 7 hours. After water had been added, the mixture was extracted with dichloromethane. The organic phases were dried over magnesium sulfate and concentrated. The product was thus obtained with the molecular weight of 246.27 (C14H14O4); MS (ESI): 247 (M+H+). Reactants: C(C)(C)(C)N1C=NC2=C1C=CC(=C2)B2OC(C(O2)(C)C)(C)C (1-tert-butyl-5-(4,4,5,5-tetramethyl-1,3,2-dioxaborolan-2-yl)-1H-benzo[d]imidazole), NC1=C(N=NC2=C(C=CC=C12)Br)C(=O)N (4-amino-8-bromocinnoline-3-carboxamide). The product is NC1=C(N=NC2=C(C=CC=C12)C1=CC2=C(N(C=N2)C(C)(C)C)C=C1)C(=O)N (4-amino-8-(1-tert-butyl-1H-benzo[d]imidazol-5-yl)cinnoline-3-carboxamide). As a reaction SMILES: [C:1]([N:5]1[C:9]2[CH:10]=[CH:11][C:12](B3OC(C)(C)C(C)(C)O3)=[CH:13][C:8]=2[N:7]=[CH:6]1)([CH3:4])([CH3:3])[CH3:2].[NH2:23][C:24]1[C:33]2[C:28](=[C:29](Br)[CH:30]=[CH:31][CH:32]=2)[N:27]=[N:26][C:25]=1[C:35]([NH2:37])=[O:36]>>[NH2:23][C:24]1[C:33]2[C:28](=[C:29]([C:12]3[CH:11]=[CH:10][C:9]4[N:5]([C:1]([CH3:2])([CH3:3])[CH3:4])[CH:6]=[N:7][C:8]=4[CH:13]=3)[CH:30]=[CH:31][CH:32]=2)[N:27]=[N:26][C:25]=1[C:35]([NH2:37])=[O:36]. Procedure details: The title compound was prepared in a manner similar to EXAMPLE 1 using 1-tert-butyl-5-(4,4,5,5-tetramethyl-1,3,2-dioxaborolan-2-yl)-1H-benzo[d]imidazole and 4-amino-8-bromocinnoline-3-carboxamide. 1H NMR (400 MHz, CD3OD) δ ppm 1.85 (s, 9 H), 7.58 (m, 1 H), 7.76-7.83 (m, 1 H), 7.88 (d, J=8 Hz, 1 H), 7.91-7.96 (m, 2 H), 8.29 (m, 1 H), 8.32 (s, 1 H); ESI-MS m/z [M+H]+ 361.3. Reactants: C(C1=CC=CC=C1)N1N=NC(=C1)C(NS(=O)(=O)C)C=1C(=NOC1C1=CC=C(C=C1)Br)C (N-{(1-benzyl-1H-[1,2,3]triazol-4-yl)-[5-(4-bromo-phenyl)-3-methyl-isoxazol-4-yl]-methyl}-methanesulfonamide), C(C)OC(=O)C1(CC1)C1=CC=C(C=C1)B1OC(C(O1)(C)C)(C)C (1-[4-(4,4,5,5-tetramethyl-[1,3,2]dioxaborolan-2-yl)-phenyl]-cyclopropanecarboxylic acid ethyl ester). Product: C(C)OC(=O)C1(CC1)C1=CC=C(C=C1)C1=CC=C(C=C1)C1=C(C(=NO1)C)C(NS(=O)(=O)C)C=1N=NN(C1)CC1=CC=CC=C1 (1-(4′-{4-[(1-Benzyl-1H-[1,2,3]triazol-4-yl)-methanesulfonylamino-methyl]-3-methyl-isoxazol-5-yl}-biphenyl-4-yl)-cyclopropanecarboxylic acid ethyl ester). As a reaction SMILES: [CH2:1]([N:8]1[CH:12]=[C:11]([CH:13]([C:19]2[C:20]([CH3:31])=[N:21][O:22][C:23]=2[C:24]2[CH:29]=[CH:28][C:27](Br)=[CH:26][CH:25]=2)[NH:14][S:15]([CH3:18])(=[O:17])=[O:16])[N:10]=[N:9]1)[C:2]1[CH:7]=[CH:6][CH:5]=[CH:4][CH:3]=1.[CH2:32]([O:34][C:35]([C:37]1([C:40]2[CH:45]=[CH:44][C:43](B3OC(C)(C)C(C)(C)O3)=[CH:42][CH:41]=2)[CH2:39][CH2:38]1)=[O:36])[CH3:33]>>[CH2:32]([O:34][C:35]([C:37]1([C:40]2[CH:45]=[CH:44][C:43]([C:27]3[CH:28]=[CH:29][C:24]([C:23]4[O:22][N:21]=[C:20]([CH3:31])[C:19]=4[CH:13]([C:11]4[N:10]=[N:9][N:8]([CH2:1][C:2]5[CH:7]=[CH:6][CH:5]=[CH:4][CH:3]=5)[CH:12]=4)[NH:14][S:15]([CH3:18])(=[O:17])=[O:16])=[CH:25][CH:26]=3)=[CH:42][CH:41]=2)[CH2:38][CH2:39]1)=[O:36])[CH3:33]. Procedure details: Prepared according to the procedure described in Example 42, Step 2, using N-{(1-benzyl-1H-[1,2,3]triazol-4-yl)-[5-(4-bromo-phenyl)-3-methyl-isoxazol-4-yl]-methyl}-methanesulfonamide and 1-[4-(4,4,5,5-tetramethyl-[1,3,2]dioxaborolan-2-yl)-phenyl]-cyclopropanecarboxylic acid ethyl ester. The reactants are C(=CC1=CC=CC=C1)C1=NC2=C(N1)C=CC=C2 (2-styryl-1H-benzimidazole), ClC1=NC=CC=C1C#N (2-chloro-3-cyanopyridine), N1=C(C=CC=C1)N1C(=NC2=C1C=CC=C2)\C=C\C2=CC=CC=C2 ((E)-1-(2-pyridyl)-2-styryl-1H-benzimidazole), Cl (hydrogen chloride). The solvent is CO (methanol). Product: Cl.C(#N)C=1C(=NC=CC1)N1C(=NC2=C1C=CC=C2)\C=C\C2=CC=CC=C2 ((E)-1-(3-Cyanopyridin-2-yl)-2-styryl-1H-benzimidazole hydrochloride). As a reaction SMILES: [CH:1]([C:9]1[NH:13][C:12]2[CH:14]=[CH:15][CH:16]=[CH:17][C:11]=2[N:10]=1)=[CH:2][C:3]1[CH:8]=[CH:7][CH:6]=[CH:5][CH:4]=1.[Cl:18][C:19]1[C:24]([C:25]#[N:26])=[CH:23][CH:22]=[CH:21][N:20]=1.N1C=CC=CC=1N1C2C=CC=CC=2N=C1/C=C/C1C=CC=CC=1.Cl>CO>[ClH:18].[C:25]([C:24]1[C:19]([N:13]2[C:12]3[CH:14]=[CH:15][CH:16]=[CH:17][C:11]=3[N:10]=[C:9]2/[CH:1]=[CH:2]/[C:3]2[CH:4]=[CH:5][CH:6]=[CH:7][CH:8]=2)=[N:20][CH:21]=[CH:22][CH:23]=1)#[N:26] |f:5.6|. Procedure details: Free base of the titled compound was prepared from 2-styryl-1H-benzimidazole and 2-chloro-3-cyanopyridine according to the preparation of (E)-1-(2-pyridyl)-2-styryl-1H-benzimidazole (Example 1, method B). The free base was treated with a 10% methanol solution of hydrogen chloride and concentrated to dryness. The residue was recrystallized from ethyl acetate to give the titled compound. Starting materials: CCCc1nc(C#N)c(C#N)nc1Cl, CC(C)=O, [Na+], [OH-], O, Oc1ccccc1. Yields the product CCCc1nc(C#N)c(C#N)nc1Oc1ccccc1. As a reaction SMILES: [C:1](#[N:2])[c:3]1[n:4][c:5]([CH2:12][CH2:13][CH3:14])[c:6]([Cl:11])[n:7][c:8]1[C:9]#[N:10].[CH3:25][C:26](=[O:27])[CH3:28].[Na+:23].[OH-:22].[OH2:24].[OH:15][c:16]1[cH:17][cH:18][cH:19][cH:20][cH:21]1>>[C:1](#[N:2])[c:3]1[n:4][c:5]([CH2:12][CH2:13][CH3:14])[c:6]([O:15][c:16]2[cH:17][cH:18][cH:19][cH:20][cH:21]2)[n:7][c:8]1[C:9]#[N:10].